Dataset: the Open Reaction Database (ORD), a public repository of structured organic reaction records. Task: describe an organic reaction: reactants, conditions, products, and yield Reactants: CC(=O)O, [H][H], CCn1cc(C(=O)O)c(=O)c2cnc(N3CCN(Cc4ccc([N+](=O)[O-])cc4)CC3)nc21. The product is CCn1cc(C(=O)O)c(=O)c2cnc(N3CCN(Cc4ccc(N)cc4)CC3)nc21. RXN SMILES: [CH3:35][C:36](=[O:37])[OH:38].[H:33][H:34].[N+:1]([O-:2])(=[O:3])[c:4]1[cH:5][cH:6][c:7]([CH2:8][N:9]2[CH2:10][CH2:11][N:12]([c:15]3[n:16][cH:17][c:18]4[c:19]([n:20]3)[n:21]([CH2:29][CH3:30])[cH:22][c:23]([C:26](=[O:27])[OH:28])[c:24]4=[O:25])[CH2:13][CH2:14]2)[cH:31][cH:32]1>>[NH2:1][c:4]1[cH:5][cH:6][c:7]([CH2:8][N:9]2[CH2:10][CH2:11][N:12]([c:15]3[n:16][cH:17][c:18]4[c:19]([n:20]3)[n:21]([CH2:29][CH3:30])[cH:22][c:23]([C:26](=[O:27])[OH:28])[c:24]4=[O:25])[CH2:13][CH2:14]2)[cH:31][cH:32]1. RXN SMILES: [Br-:1].[Br-:2].[Br-:3].[CH2:21]([N+:22]([CH2:23][CH2:24][CH2:25][CH3:26])([CH2:27][CH2:28][CH2:29][CH3:30])[CH2:31][CH2:32][CH2:33][CH3:34])[CH2:35][CH2:36][CH3:37].[CH2:38]([N+:39]([CH2:40][CH2:41][CH2:42][CH3:43])([CH2:44][CH2:45][CH2:46][CH3:47])[CH2:48][CH2:49][CH2:50][CH3:51])[CH2:52][CH2:53][CH3:54].[CH2:4]([N+:5]([CH2:6][CH2:7][CH2:8][CH3:9])([CH2:10][CH2:11][CH2:12][CH3:13])[CH2:14][CH2:15][CH2:16][CH3:17])[CH2:18][CH2:19][CH3:20].[CH2:67]([Cl:68])[Cl:69].[CH3:70][OH:71].[Cl:55][c:56]1[c:57]([C:63]([CH2:64][CH3:65])=[O:66])[cH:58][cH:59][c:60]([Cl:62])[cH:61]1>>[Br:1][CH:64]([C:63]([c:57]1[c:56]([Cl:55])[cH:61][c:60]([Cl:62])[cH:59][cH:58]1)=[O:66])[CH3:65]. Reactants: [Br-], [Br-], [Br-], CCCC[N+](CCCC)(CCCC)CCCC, CCCC[N+](CCCC)(CCCC)CCCC, CCCC[N+](CCCC)(CCCC)CCCC, ClCCl, CO, CCC(=O)c1ccc(Cl)cc1Cl. Yields the product CC(Br)C(=O)c1ccc(Cl)cc1Cl. The reactants are CCO, CCCCCCCCc1ccc2nc(-c3ccc(C(=O)OC)cc3)sc2c1, Cl, O. Yields the product CCCCCCCCc1ccc2nc(-c3ccc(C(=O)O)cc3)sc2c1. As a reaction SMILES: [CH3:1][CH2:2][OH:3].[CH3:4][O:5][C:6](=[O:7])[c:8]1[cH:9][cH:10][c:11](-[c:14]2[s:15][c:16]3[c:17]([n:18]2)[cH:19][cH:20][c:21]([CH2:23][CH2:24][CH2:25][CH2:26][CH2:27][CH2:28][CH2:29][CH3:30])[cH:22]3)[cH:12][cH:13]1.[ClH:31].[OH2:32]>>[O:5]=[C:6]([OH:7])[c:8]1[cH:9][cH:10][c:11](-[c:14]2[s:15][c:16]3[c:17]([n:18]2)[cH:19][cH:20][c:21]([CH2:23][CH2:24][CH2:25][CH2:26][CH2:27][CH2:28][CH2:29][CH3:30])[cH:22]3)[cH:12][cH:13]1. Starting materials: III, N1=CC=CC=C1 (Pyridine), NC1=CC=CC2=C1NC(=N2)C=2C(NC=CC2NC[C@H](C2=CC=CC=C2)O)=O (3-(7-amino-1H-benzoimidazol-2-yl)-4-((S)-2-hydroxy-2-phenyl-ethylamino)-1H-pyridin-2-one), ClC(=O)OC1=CC=C(C=C1)OC (4-methoxyphenyl chloroformate), formula II. Run in C1CCOC1 (THF). Product: COC1=CC=C(C=C1)OC(NC1=CC=CC=2N=C(NC21)C=2C(NC=CC2NC[C@H](C2=CC=CC=C2)O)=O)=O ({2-[4-((S)-2-Hydroxy-2-phenyl-ethylamino)-2-oxo-1,2-dihydro-pyridin-3-yl]-3H-benzoimidazol-4-yl}-carbamic acid 4-methoxy-phenyl ester). The yield is 33.0%. As a reaction SMILES: N1C=CC=CC=1.[NH2:7][C:8]1[C:13]2[NH:14][C:15]([C:17]3[C:18](=[O:33])[NH:19][CH:20]=[CH:21][C:22]=3[NH:23][CH2:24][C@@H:25]([OH:32])[C:26]3[CH:31]=[CH:30][CH:29]=[CH:28][CH:27]=3)=[N:16][C:12]=2[CH:11]=[CH:10][CH:9]=1.Cl[C:35]([O:37][C:38]1[CH:43]=[CH:42][C:41]([O:44][CH3:45])=[CH:40][CH:39]=1)=[O:36]>C1COCC1>[CH3:45][O:44][C:41]1[CH:42]=[CH:43][C:38]([O:37][C:35](=[O:36])[NH:7][C:8]2[C:13]3[NH:14][C:15]([C:17]4[C:18](=[O:33])[NH:19][CH:20]=[CH:21][C:22]=4[NH:23][CH2:24][C@@H:25]([OH:32])[C:26]4[CH:27]=[CH:28][CH:29]=[CH:30][CH:31]=4)=[N:16][C:12]=3[CH:11]=[CH:10][CH:9]=2)=[CH:39][CH:40]=1. Reported procedure: Pyridine (2.0 ml) was added to a solution of 3-(7-amino-1H-benzoimidazol-2-yl)-4-((S)-2-hydroxy-2-phenyl-ethylamino)-1H-pyridin-2-one (0.060 g, 0.166 mmol) (Prepared according to the general method for the intermediates of formula II and III above) and 4-methoxyphenyl chloroformate (0.062 g, 0.32 mmol) in THF (2 ml) and the reaction stirred at room temperature. After 20 hours the reaction was concentrated and the crude mixture was purified by column chromatography (1-2% methanol, dichloromethane... Reactants: EtOAc hexanes, C(C1=CC=CC=C1)OCC=CC=O.C(C1=CC=CC=C1)(=O)O (benzoic acid 4-benzyloxy-but-enal), CC1=C2C=CNC2=CC=C1 (4-methyl-1H-indole), [N+](=O)([O-])C1=C(C(=O)O)C=CC(=C1)[N+](=O)[O-] (2,4-dinitrobenzoic acid), C(C1=CC=CC=C1)[C@H]1C(N([C@H](N1)C(C)(C)C)C)=O ((2S,5S)-5-benzyl-2-tert-butyl-3-methyl-imidazolidin-4-one). Solvent: C(Cl)Cl (CH2Cl2), C(C)(C)O (isopropanol). The product is C(C1=CC=CC=C1)OC[C@H](CC=O)C1=CNC2=CC=CC(=C12)C ((R)-4-Benzyloxy-3-(4-methyl-1H-indol-3-yl)-butanal). Yield: 97.6%. RXN SMILES: [CH2:1]([O:8][CH2:9][CH:10]=[CH:11][CH:12]=[O:13])[C:2]1[CH:7]=[CH:6][CH:5]=[CH:4][CH:3]=1.C(O)(=O)C1C=CC=CC=1.[CH3:23][C:24]1[CH:32]=[CH:31][CH:30]=[C:29]2[C:25]=1[CH:26]=[CH:27][NH:28]2.[N+](C1C=C([N+]([O-])=O)C=CC=1C(O)=O)([O-])=O.C([C@@H]1N[C@H](C(C)(C)C)N(C)C1=O)C1C=CC=CC=1>C(Cl)Cl.C(O)(C)C>[CH2:1]([O:8][CH2:9][C@@H:10]([C:26]1[C:25]2[C:29](=[CH:30][CH:31]=[CH:32][C:24]=2[CH3:23])[NH:28][CH:27]=1)[CH2:11][CH:12]=[O:13])[C:2]1[CH:7]=[CH:6][CH:5]=[CH:4][CH:3]=1 |f:0.1|. Procedure details: Prepared according to the general procedure from benzoic acid 4-benzyloxy-but-enal (143 mg, 0.750 mmol), 4-methyl-1H-indole (80.5 mg, 0.500 mmol), 2,4-dinitrobenzoic acid (21.2 mg, 0.100 mmol) and (2S,5S)-5-benzyl-2-tert-butyl-3-methyl-imidazolidin-4-one (24.6 mg, 0.100 mmol) in CH2Cl2 (0.90 mL) and isopropanol (0.10 mL) at −60° C. for 2.5 h to provide, after silica gel chromatography (15:85 EtOAc/hexanes), the title compound as a colorless oil (150 mg, 94% yield, 94% ee) after silica gel chroma... Starting materials: solution, B(Br)(Br)Br (BBr3), C(C)S(=O)(=O)C=1C=CC(=C(C1)C1=CN(C(C2=CC=C(C=C12)C=1C=NN(C1)C)=O)C)OC (4-(5-ethylsulfonyl-2-methoxyphenyl)-2-methyl-6-(1-methylpyrazol-4-yl)isoquinolin-1-one). Solvent: C(Cl)Cl (CH2Cl2), C(Cl)Cl (CH2Cl2). Product: C(C)S(=O)(=O)C=1C=CC(=C(C1)C1=CN(C(C2=CC=C(C=C12)C=1C=NN(C1)C)=O)C)O (4-(5-ethylsulfonyl-2-hydroxyphenyl)-2-methyl-6-(1-methylpyrazol-4-yl)isoquinolin-1-one). The yield is 36.1%. RXN SMILES: B(Br)(Br)Br.[CH2:5]([S:7]([C:10]1[CH:11]=[CH:12][C:13]([O:34]C)=[C:14]([C:16]2[C:25]3[C:20](=[CH:21][CH:22]=[C:23]([C:26]4[CH:27]=[N:28][N:29]([CH3:31])[CH:30]=4)[CH:24]=3)[C:19](=[O:32])[N:18]([CH3:33])[CH:17]=2)[CH:15]=1)(=[O:9])=[O:8])[CH3:6]>C(Cl)Cl>[CH2:5]([S:7]([C:10]1[CH:11]=[CH:12][C:13]([OH:34])=[C:14]([C:16]2[C:25]3[C:20](=[CH:21][CH:22]=[C:23]([C:26]4[CH:27]=[N:28][N:29]([CH3:31])[CH:30]=4)[CH:24]=3)[C:19](=[O:32])[N:18]([CH3:33])[CH:17]=2)[CH:15]=1)(=[O:8])=[O:9])[CH3:6]. Reported procedure: At −78° C., a 4 M solution of BBr3 (2.3 mL, 9.2 mmol) in CH2Cl2 was added to the title compound of Example 79 (200.0 mg, 0.458 mmol) in dry CH2Cl2 (8 mL). The mixture was refluxed for 18 h. Extractive work up with CH2Cl2 and purification by silica gel chromatography (DCM:MeOH=100:1 to 20:1) gave the title compound (70 mg, 36.1%) as a brown solid. 1H NMR (CDCl3, 400 MHz) δ 8.39 (d, J=8.4 Hz, 1H), 7.99 (s, 1H), 7.87 (dd, J1=8.8 Hz, J2=2.4 Hz, 1H), 7.80 (s, 1H), 7.79 (s, 1H), 7.76 (d, J=1.6 Hz, 1H)...